Dataset: the Open Reaction Database (ORD), a public repository of structured organic reaction records. Task: describe an organic reaction: reactants, conditions, products, and yield The reactants are COC=1C=CC2=C(C(=C2)COS(=O)(=O)C)C1 (methanesulphonic acid (5-methoxybenzocyclobuten-1-yl)methyl ester), C(C)OC(=O)C1CNCCC1 (piperidine-3-carboxylic acid ethyl ester), C(C)N(C(C)C)C(C)C (N-ethyl-N,N-diisopropylamine). Solvent: CN(C=O)C (dimethylformamide). Reaction conditions: time 18 hour. Yields the product C(C)OC(=O)C1CN(CCC1)CC1=CC2=C1C=C(C=C2)OC (1-[(5-methoxybenzocyclobuten-1-yl)methyl]-piperidine-3-carboxylic acid ethyl ester). Reaction SMILES: [CH3:1][O:2][C:3]1[CH:4]=[CH:5][C:6]2[CH:9]=[C:8]([CH2:10]OS(C)(=O)=O)[C:7]=2[CH:16]=1.[CH2:17]([O:19][C:20]([CH:22]1[CH2:27][CH2:26][CH2:25][NH:24][CH2:23]1)=[O:21])[CH3:18].C(N(C(C)C)C(C)C)C>CN(C)C=O>[CH2:17]([O:19][C:20]([CH:22]1[CH2:27][CH2:26][CH2:25][N:24]([CH2:10][C:8]2[C:7]3[CH:16]=[C:3]([O:2][CH3:1])[CH:4]=[CH:5][C:6]=3[CH:9]=2)[CH2:23]1)=[O:21])[CH3:18]. Reported procedure: To a solution of 7.27 g (30 mmol) of methanesulphonic acid (5-methoxybenzocyclobuten-1-yl)methyl ester in 60 ml of dimethylformamide there are added first 5.66 g (36 mmol) of piperidine-3-carboxylic acid ethyl ester and then 9.70 g (75 mmol) of N-ethyl-N,N-diisopropylamine. The mixture is stirred at 60° for 18 hours and, after cooling,is concentrated by evaporation under a high vacuum. The residue is taken up in diethyl ether and washed with water, and the organic phase is extracted with 2N hydr... Starting materials: OC=1C(=C2C(CC3(CCC3)OC2=C(C1C)C)=O)C (6-hydroxy-5,7,8-trimethylspiro[chromene-2,1′-cyclobutan]-4(3H)-one), C=O (formaldehyde), CNC (dimethylamine), O.Cl (HCl water), allyl, [BH4-].[Na+] (NaBH4). Run in CO (methanol). The product is OC=1C(=C2C(C(C3(CCC3)OC2=C(C1C)C)C)=O)C (6-hydroxy-3,5,7,8-tetramethylspiro[chromene-2,1′-cyclobutan]-4(3H)-one). As a reaction SMILES: [OH:1][C:2]1[C:3]([CH3:18])=[C:4]2[C:12](=[C:13]([CH3:16])[C:14]=1[CH3:15])[O:11][C:7]1([CH2:10][CH2:9][CH2:8]1)[CH2:6][C:5]2=[O:17].C=O.[CH3:21]NC.O.Cl.[BH4-].[Na+]>CO>[OH:1][C:2]1[C:3]([CH3:18])=[C:4]2[C:12](=[C:13]([CH3:16])[C:14]=1[CH3:15])[O:11][C:7]1([CH2:8][CH2:9][CH2:10]1)[CH:6]([CH3:21])[C:5]2=[O:17] |f:3.4,5.6|. Procedure: A solution of 6-hydroxy-5,7,8-trimethylspiro[chromene-2,1′-cyclobutan]-4(3H)-one (220 mg), formaldehyde (1 mL, 37% in water), dimethylamine solution (1 mL, 2.0 M in methanol), and concentrated HCl water solution (0.1, mL) was heated by microwave to 150° C. for 10 min. The allyl intermediate was treated with excessive NaBH4 in methanol at room temperature to give 6-hydroxy-3,5,7,8-tetramethylspiro[chromene-2,1′-cyclobutan]-4(3H)-one, which was purified by chromatography (silica gel, hexane-ethyl ... Starting materials: FC(C1=CC=C(C=C1)C1=NN=C(O1)N)(F)F (5-(4-(trifluoromethyl)phenyl)-1,3,4-oxadiazol-2-amine), C([O-])([O-])=O.[K+].[K+] (potassium carbonate), CC1=CC=C(C=C1)S(=O)(=O)OCCOC=1C=C2CCC(NC2=CC1)=O (2-((2-oxo-1,2,3,4-tetrahydroquinolin-6-yl)oxy)ethyl 4-methylbenzenesulfonate). Solvent: CN(C)C=O (DMF), O (water). Reaction conditions: time 15 hour. The product is FC(C1=CC=C(C=C1)C1=NN=C(O1)NCCOC=1C=C2CCC(NC2=CC1)=O)(F)F (6-(2-(5-(4-(trifluoromethyl)phenyl)-1,3,4-oxadiazol-2-ylamino)ethoxy)-3,4-dihydroquinolin-2(1H)-one). Isolated yield 5.5%. As a reaction SMILES: [F:1][C:2]([F:16])([F:15])[C:3]1[CH:8]=[CH:7][C:6]([C:9]2[O:13][C:12]([NH2:14])=[N:11][N:10]=2)=[CH:5][CH:4]=1.C(=O)([O-])[O-].[K+].[K+].CC1C=CC(S(O[CH2:34][CH2:35][O:36][C:37]2[CH:38]=[C:39]3[C:44](=[CH:45][CH:46]=2)[NH:43][C:42](=[O:47])[CH2:41][CH2:40]3)(=O)=O)=CC=1>CN(C=O)C.O>[F:16][C:2]([F:1])([F:15])[C:3]1[CH:4]=[CH:5][C:6]([C:9]2[O:13][C:12]([NH:14][CH2:34][CH2:35][O:36][C:37]3[CH:38]=[C:39]4[C:44](=[CH:45][CH:46]=3)[NH:43][C:42](=[O:47])[CH2:41][CH2:40]4)=[N:11][N:10]=2)=[CH:7][CH:8]=1 |f:1.2.3|. Procedure: To a solution of 5-(4-(trifluoromethyl)phenyl)-1,3,4-oxadiazol-2-amine (0.047 g, 0.207 mmol) in DMF (2 mL) was added potassium carbonate (0.052 g, 0.376 mmol) and 2-((2-oxo-1,2,3,4-tetrahydroquinolin-6-yl)oxy)ethyl 4-methylbenzenesulfonate (0.068 g, 0.188 mmol) and the reaction stirred at room temperature for 15 h. The temperature was then increased to 60° C. for 15 h. After cooling to room temperature, the mixture was diluted with water (5 mL), extracted with EtOAC (20 mL), dried over sodium su... Starting materials: Cl.C1(=CC=C(C=C1)NN)C (p-tolylhydrazine hydrochloride), C(C1=CC=CC=C1)OCC(C(CC#N)=O)(C)C (5-(benzyloxy)-4,4-dimethyl-3-oxopentanenitrile), C(=O)(O)[O-].[Na+] (NaHCO3). Solvent: CCO (EtOH). Product: C(C1=CC=CC=C1)OCC(C)(C)C1=NN(C(=C1)N)C1=CC=C(C=C1)C (3-(1-(Benzyloxy)-2-methylpropan-2-yl)-1-p-tolyl-1H-pyrazol-5-amine). The yield is 62.0%. Reaction SMILES: Cl.[C:2]1([CH3:10])[CH:7]=[CH:6][C:5]([NH:8][NH2:9])=[CH:4][CH:3]=1.[CH2:11]([O:18][CH2:19][C:20]([CH3:27])([CH3:26])[C:21](=O)[CH2:22][C:23]#[N:24])[C:12]1[CH:17]=[CH:16][CH:15]=[CH:14][CH:13]=1.C([O-])(O)=O.[Na+]>CCO>[CH2:11]([O:18][CH2:19][C:20]([C:21]1[CH:22]=[C:23]([NH2:24])[N:8]([C:5]2[CH:6]=[CH:7][C:2]([CH3:10])=[CH:3][CH:4]=2)[N:9]=1)([CH3:26])[CH3:27])[C:12]1[CH:17]=[CH:16][CH:15]=[CH:14][CH:13]=1 |f:0.1,3.4|. Procedure details: A solution of p-tolylhydrazine hydrochloride (1.99 g, 12.6 mmol) and 5-(benzyloxy)-4,4-dimethyl-3-oxopentanenitrile (4.00 g, 13.8 mmol, 80% purity) in EtOH was heated at reflux for 16 hr and then cooled to RT. The mixture was neutralized with saturated aqueous NaHCO3 solution and extracted with EtOAc. The organic extracts were washed with brine, dried (MgSO4) and evaporated in vacuo. The residue was purified by flash column chromatography (SiO2, 80 g, MeOH in DCM, 0-5%, gradient elution) to affo...